From a dataset of the Open Reaction Database (ORD), a public repository of structured organic reaction records. describe an organic reaction: reactants, conditions, products, and yield The reactants are N(=[N+]=[N-])C1C(C(OC=2C1=C1N(C=3C=C4C(=CC3C(C1=C(C2)OC)=O)C=CC=C4)C)(C)C)O ((±)-1-Azido-2-hydroxy-6-methoxy-3,3,14-trimethyl-2,3,7,14-tetrahydro-1H-benzo[b]pyrano[3,2-h]acridin-7-one). The reagents and catalysts are [Pd] (Pd/C). Run in C(C)O (ethanol). Conditions: time 48 hour. Yields the product NC1C(C(OC=2C1=C1N(C=3C=C4C(=CC3C(C1=C(C2)OC)=O)C=CC=C4)C)(C)C)O ((±)-1-Amino-2-hydroxy-6-methoxy-3,3,14-trimethyl-2,3,7,14-tetrahydro-1H-benzo[b]pyrano[3,2-h]acridin-7-one). RXN SMILES: [N:1]([CH:4]1[C:9]2=[C:10]3[C:19](=[C:20]([O:22][CH3:23])[CH:21]=[C:8]2[O:7][C:6]([CH3:31])([CH3:30])[CH:5]1[OH:32])[C:18](=[O:24])[C:17]1[CH:16]=[C:15]2[CH:25]=[CH:26][CH:27]=[CH:28][C:14]2=[CH:13][C:12]=1[N:11]3[CH3:29])=[N+]=[N-]>C(O)C.[Pd]>[NH2:1][CH:4]1[C:9]2=[C:10]3[C:19](=[C:20]([O:22][CH3:23])[CH:21]=[C:8]2[O:7][C:6]([CH3:30])([CH3:31])[CH:5]1[OH:32])[C:18](=[O:24])[C:17]1[CH:16]=[C:15]2[CH:25]=[CH:26][CH:27]=[CH:28][C:14]2=[CH:13][C:12]=1[N:11]3[CH3:29]. Reported procedure: A solution containing 0.2 g of the compound obtained in Step A and 0.09 g of Pd/C in 5 ml of ethanol is stirred at ambient temperature under an H2 atmosphere for 48 hours. The catalyst is then filtered off and the filtrate is concentrated in vacuo. The residue is chromatographed over silica (dichloromethane/methanol: 95/5), allowing the desired product to be isolated. Starting materials: C(C1=CC=CC=C1)=O (benzaldehyde), O (water), [OH-].[Na+] (sodium hydroxide), C1(CCCCC1)=O (cyclohexanone), resultant mixture. The reagents and catalysts are C1(=CC=C(C=C1)S(=O)(=O)O)C (PTS). Solvent: C1(=CC=CC=C1)C (toluene). Product: C(C1=CC=CC=C1)=C1C(CCCC1)=O (2-benzylidenecyclohexanone). The yield is 25.8%. Reaction SMILES: [CH:1](=O)[C:2]1[CH:7]=[CH:6][CH:5]=[CH:4][CH:3]=1.O.[OH-].[Na+].[C:12]1(=[O:18])[CH2:17][CH2:16][CH2:15][CH2:14][CH2:13]1>C1(C)C=CC=CC=1.C1(C)C=CC(S(O)(=O)=O)=CC=1>[CH:1](=[C:13]1[CH2:14][CH2:15][CH2:16][CH2:17][C:12]1=[O:18])[C:2]1[CH:7]=[CH:6][CH:5]=[CH:4][CH:3]=1 |f:2.3|. Reported procedure: A 500-ml four-necked flask equipped with a thermometer was charged with 53 g of benzaldehyde, 25 ml of water and 1 g of sodium hydroxide, to which 68 g of cyclohexanone were added dropwise at 30° C. over 30 minutes. The resultant mixture was stirred for 1 hour at the same temperature. After neutralizing the reaction mixture to separate liquid layers from each other, the resultant reaction product was dissolved in 500 ml of toluene. To the solution, 0.5 g of PTS (p-toluenesulfonic acid) was added... Reactants: NC1=CC=C(CNC=C2C(NC(C3=CC=CC=C23)=O)=O)C=C1 (4-[(4-Amino-benzylamino)-methylene]-4H-isoquinoline-1,3-dione), C(CC(C)C)(=O)Cl (isovaleryl chloride). Run in N1=CC=CC=C1 (pyridine), CN(C=O)C (N,N-dimethylformamide). Conditions: time 1 hour. The product is O=C1NC(C(C2=CC=CC=C12)=CNCC1=CC=C(C=C1)NC(CC(C)C)=O)=O (N-(4{[(1,3-Dioxo-2,3-dihydro-1H-isoquinolin-4-ylidenemethyl)-amino]-methyl}-phenyl)-3-methyl-butyramide). Isolated yield 98.6%. As a reaction SMILES: [NH2:1][C:2]1[CH:22]=[CH:21][C:5]([CH2:6][NH:7][CH:8]=[C:9]2[C:18]3[C:13](=[CH:14][CH:15]=[CH:16][CH:17]=3)[C:12](=[O:19])[NH:11][C:10]2=[O:20])=[CH:4][CH:3]=1.[C:23](Cl)(=[O:28])[CH2:24][CH:25]([CH3:27])[CH3:26]>N1C=CC=CC=1.CN(C)C=O>[O:19]=[C:12]1[C:13]2[C:18](=[CH:17][CH:16]=[CH:15][CH:14]=2)[C:9](=[CH:8][NH:7][CH2:6][C:5]2[CH:4]=[CH:3][C:2]([NH:1][C:23](=[O:28])[CH2:24][CH:25]([CH3:27])[CH3:26])=[CH:22][CH:21]=2)[C:10](=[O:20])[NH:11]1. Reported procedure: To a suspension of 4-[(4-Amino-benzylamino)-methylene]-4H-isoquinoline-1,3-dione (29.3 mg, 0.1 mmol) in pyridine (250 μL) is added isovaleryl chloride (26 μL, 0.2 mmol). The reaction mixture is shaken at room temperature for 1 hour. The reaction mixture is diluted to 2 mL with N,N-dimethylformamide and purified by C18 reverse phase HPLC. The pure fractions were combined and concentrated to yield the title compound (37.2 mg).